This data is from the Open Reaction Database (ORD), a public repository of structured organic reaction records. The task is: describe an organic reaction: reactants, conditions, products, and yield The reactants are [Br-], CCCC[N+](CCCC)(CCCC)CCCC, CN1CCC(O)CC1, CCOC(C)=O, O=[N+]([O-])c1ccc(F)cc1-c1ccccc1, O. Product: CN1CCC(Oc2ccc([N+](=O)[O-])c(-c3ccccc3)c2)CC1. RXN SMILES: [Br-:25].[CH2:26]([N+:27]([CH2:28][CH2:29][CH2:30][CH3:31])([CH2:32][CH2:33][CH2:34][CH3:35])[CH2:36][CH2:37][CH2:38][CH3:39])[CH2:40][CH2:41][CH3:42].[CH3:17][N:18]1[CH2:19][CH2:20][CH:21]([OH:24])[CH2:22][CH2:23]1.[CH3:43][CH2:44][O:45][C:46]([CH3:47])=[O:48].[F:1][c:2]1[cH:3][cH:4][c:5]([N+:14](=[O:15])[O-:16])[c:6](-[c:8]2[cH:9][cH:10][cH:11][cH:12][cH:13]2)[cH:7]1.[OH2:49]>>[c:2]1([O:24][CH:21]2[CH2:20][CH2:19][N:18]([CH3:17])[CH2:23][CH2:22]2)[cH:3][cH:4][c:5]([N+:14](=[O:15])[O-:16])[c:6](-[c:8]2[cH:9][cH:10][cH:11][cH:12][cH:13]2)[cH:7]1. Starting materials: CN(C)Cc1nc(CSCCN)cs1, CCO, COc1cc(Cc2cnc(N[N+](=O)[O-])[nH]c2=O)ccn1. The product is COc1cc(Cc2cnc(NCCSCc3csc(CN(C)C)n3)[nH]c2=O)ccn1. As a reaction SMILES: [CH3:1][N:2]([CH3:3])[CH2:4][c:5]1[s:6][cH:7][c:8]([CH2:10][S:11][CH2:12][CH2:13][NH2:14])[n:9]1.[CH3:35][CH2:36][OH:37].[N+:15]([NH:16][c:19]1[n:20][cH:21][c:22]([CH2:26][c:27]2[cH:28][c:29]([O:33][CH3:34])[n:30][cH:31][cH:32]2)[c:23](=[O:25])[nH:24]1)([O-:17])=[O:18]>>[CH3:1][N:2]([CH3:3])[CH2:4][c:5]1[s:6][cH:7][c:8]([CH2:10][S:11][CH2:12][CH2:13][NH:14][c:19]2[n:20][cH:21][c:22]([CH2:26][c:27]3[cH:28][c:29]([O:33][CH3:34])[n:30][cH:31][cH:32]3)[c:23](=[O:25])[nH:24]2)[n:9]1.